From a dataset of the Open Reaction Database (ORD), a public repository of structured organic reaction records. describe an organic reaction: reactants, conditions, products, and yield The reactants are C1(CCCCC1)C1=C(NC2=CC(=CC=C12)C(=O)OC)C1=C(C=CC=C1)O (methyl 3-cyclohexyl-2-(2-hydroxyphenyl)-1H-indole-6-carboxylate), [F-].[Cs+] (cesium fluoride), [N+](=O)([O-])C=1C=C(C=CC1)S(=O)(=O)OC[C@@H]1CO1 ((S)-glycidyl 3-nitrobenzenesulfonate). Run in CN(C)C=O (DMF), CCOC(=O)C (EtOAc). Conditions: time 8 hour. The product is C1(CCCCC1)C1=C(NC2=CC(=CC=C12)C(=O)OC)C1=C(C=CC=C1)OC[C@H]1OC1 (methyl 3-cyclohexyl-2-{2-[(2S)-oxiran-2-ylmethoxy]phenyl}-1H-indole-6-carboxylate). The yield is 74.0%. Reaction SMILES: [CH:1]1([C:7]2[C:15]3[C:10](=[CH:11][C:12]([C:16]([O:18][CH3:19])=[O:17])=[CH:13][CH:14]=3)[NH:9][C:8]=2[C:20]2[CH:25]=[CH:24][CH:23]=[CH:22][C:21]=2[OH:26])[CH2:6][CH2:5][CH2:4][CH2:3][CH2:2]1.[F-].[Cs+].[N+](C1C=C(S(O[CH2:42][C@H:43]2[O:45][CH2:44]2)(=O)=O)C=CC=1)([O-])=O>CN(C=O)C.CCOC(C)=O>[CH:1]1([C:7]2[C:15]3[C:10](=[CH:11][C:12]([C:16]([O:18][CH3:19])=[O:17])=[CH:13][CH:14]=3)[NH:9][C:8]=2[C:20]2[CH:25]=[CH:24][CH:23]=[CH:22][C:21]=2[O:26][CH2:42][C@@H:43]2[CH2:44][O:45]2)[CH2:6][CH2:5][CH2:4][CH2:3][CH2:2]1 |f:1.2|. Reported procedure: To a solution of the foregoing product from Step 1 in DMF (0.04 M) were added cesium fluoride (3 eq) and (S)-glycidyl 3-nitrobenzenesulfonate (1.1 eq). The resulting mixture was stirred at RT overnight, then diluted with EtOAc and washed with water and brine. Drying over Na2SO4, filtration and concentration in vacuo gave the crude product, which was purified by flash chromatography on silica gel (1:5 EtOAc/PE) to afford the title compound as a colourless foam (74%); MS (ES+) m/z 406 (M+H)+; [α]D... Starting materials: COC(=O)C=1C(=NC2=C(C=C(C=C2C1C1=CC=CC=C1)Cl)Cl)Cl (2,6,8-Trichloro-4-phenyl-quinoline-3-carboxylic acid methyl ester), FC1(CCNCC1)F (4,4-difluoro-piperidine). The product is ClC=1C=C2C(=C(C(=NC2=C(C1)Cl)N1CCC(CC1)(F)F)C(=O)O)C1=CC=CC=C1 (6,8-Dichloro-2-(4,4-difluoro-piperidin-1-yl)-4-phenyl-quinoline-3-carboxylic acid). RXN SMILES: C[O:2][C:3]([C:5]1[C:6](Cl)=[N:7][C:8]2[C:13]([C:14]=1[C:15]1[CH:20]=[CH:19][CH:18]=[CH:17][CH:16]=1)=[CH:12][C:11]([Cl:21])=[CH:10][C:9]=2[Cl:22])=[O:4].[F:24][C:25]1([F:31])[CH2:30][CH2:29][NH:28][CH2:27][CH2:26]1>>[Cl:21][C:11]1[CH:12]=[C:13]2[C:8](=[C:9]([Cl:22])[CH:10]=1)[N:7]=[C:6]([N:28]1[CH2:29][CH2:30][C:25]([F:31])([F:24])[CH2:26][CH2:27]1)[C:5]([C:3]([OH:2])=[O:4])=[C:14]2[C:15]1[CH:16]=[CH:17][CH:18]=[CH:19][CH:20]=1. Reported procedure: The title compound was prepared in analogy to example 21 step D from 2,6,8-trichloro-4-phenyl-quinoline-3-carboxylic acid methyl ester (prepared as described in example 21 step C) and 4,4-difluoro-piperidine. Yellow foam. MS (ESI): 437.1 (M+H)+. Starting materials: O=C([O-])[O-], Cl, [Cs+], [Cs+], N#Cc1c(C2=CCCO2)nc(N)[nH]c1=O, CN(C)C=O, ClCc1ccccn1. Product: N#Cc1c(OCc2ccccn2)nc(N)nc1C1=CCCO1. As a reaction SMILES: [C:25](=[O:26])([O-:27])[O-:28].[ClH:16].[Cs+:29].[Cs+:30].[NH2:1][c:2]1[nH:3][c:4](=[O:15])[c:5]([C:13]#[N:14])[c:6]([C:8]2=[CH:12][CH2:11][CH2:10][O:9]2)[n:7]1.[O:31]=[CH:32][N:33]([CH3:34])[CH3:35].[c:17]1([CH2:23][Cl:24])[cH:18][cH:19][cH:20][cH:21][n:22]1>>[NH2:1][c:2]1[n:3][c:4]([O:15][CH2:23][c:17]2[cH:18][cH:19][cH:20][cH:21][n:22]2)[c:5]([C:13]#[N:14])[c:6]([C:8]2=[CH:12][CH2:11][CH2:10][O:9]2)[n:7]1. Starting materials: C(C)(C)(C)OC(NCC1=CC2=C(N(C(=N2)CN2C(N(C(C3=CC=CC=C23)=O)C2CC2)=O)CCC(C)C)C=C1)=O ([2-(3-cyclopropyl-2,4-dioxo-3,4-dihydro-2H-quinazolin-1-ylmethyl)-1-(3-methyl-butyl)-1H-benzoimidazol-5-ylmethyl]-carbamic acid tert-butyl ester), [H-].[Na+] (NaH), IC (iodomethane). The solvent is CN(C)C=O (DMF). Run at time 8 hour. The product is C(C)(C)(C)OC(N(C)CC1=CC2=C(N(C(=N2)CN2C(N(C(C3=CC=CC=C23)=O)C2CC2)=O)CCC(C)C)C=C1)=O ([2-(3-cyclopropyl-2,4-dioxo-3,4-dihydro-2H-quinazolin-1-ylmethyl)-1-(3-methyl-butyl)-1H-benzoimidazol-5-ylmethyl]-methyl-carbamic acid tert-butyl ester). The yield is 76.0%. As a reaction SMILES: [H-].[Na+].[C:3]([O:7][C:8](=[O:41])[NH:9][CH2:10][C:11]1[CH:40]=[CH:39][C:14]2[N:15]([CH2:34][CH2:35][CH:36]([CH3:38])[CH3:37])[C:16]([CH2:18][N:19]3[C:28]4[C:23](=[CH:24][CH:25]=[CH:26][CH:27]=4)[C:22](=[O:29])[N:21]([CH:30]4[CH2:32][CH2:31]4)[C:20]3=[O:33])=[N:17][C:13]=2[CH:12]=1)([CH3:6])([CH3:5])[CH3:4].I[CH3:43]>CN(C=O)C>[C:3]([O:7][C:8](=[O:41])[N:9]([CH2:10][C:11]1[CH:40]=[CH:39][C:14]2[N:15]([CH2:34][CH2:35][CH:36]([CH3:37])[CH3:38])[C:16]([CH2:18][N:19]3[C:28]4[C:23](=[CH:24][CH:25]=[CH:26][CH:27]=4)[C:22](=[O:29])[N:21]([CH:30]4[CH2:32][CH2:31]4)[C:20]3=[O:33])=[N:17][C:13]=2[CH:12]=1)[CH3:43])([CH3:5])([CH3:4])[CH3:6] |f:0.1|. Procedure: To a suspension of NaH (60% mineral oil, 11.2 mg, 0.28 mmol) in DMF (2 mL) at room temperature was added [2-(3-cyclopropyl-2,4-dioxo-3,4-dihydro-2H-quinazolin-1-ylmethyl)-1-(3-methyl-butyl)-1H-benzoimidazol-5-ylmethyl]-carbamic acid tert-butyl ester (50 mg, 0.094 mmol). After stirring for 5 min iodomethane (47 μL, 0.75 mmol) was added. The mixture was stirred overnight under a nitrogen atmosphere and partitioned between water and ethyl acetate. The aqueous phase was extracted with ethyl acetate ... Reactants: C(CCCC)(OC)=N (Methyl pentanimidate), NCC(=O)O (glycine), [OH-].[Na+] (sodium hydroxide). The solvent is C1(=CC=CC=C1)C (toluene), CO (methanol), O (water). Reaction conditions: temperature 0 celsius, time 18 hour. Product: C(CCCC)(=N)NCC(=O)O ((Pentanimidoylamino)acetic Acid). Reaction SMILES: [NH2:1][CH2:2][C:3]([OH:5])=[O:4].[OH-].[Na+].[C:8](=[NH:15])(OC)[CH2:9][CH2:10][CH2:11][CH3:12]>CO.O.C1(C)C=CC=CC=1>[C:8]([NH:1][CH2:2][C:3]([OH:5])=[O:4])(=[NH:15])[CH2:9][CH2:10][CH2:11][CH3:12] |f:1.2|. Reported procedure: A stirred suspension of glycine (18.77 g, 0.25 mol) in methanol (80 ml) and water (4.5 ml) was cooled to 0° C. and adjusted to pH 9.6 by adding 30 percent strength sodium hydroxide solution. Methyl pentanimidate (68.81 g of a 42 percent strength solution in toluene=0.25 mol) was added to this suspension over the course of 5 minutes. After stirring for 18 hours at room temperature, the suspension was filtered, and the filter cake was washed with toluene (75 ml) and dried. The yield of the title c... Solvent: C(C)O (ethanol), O (water), C(C)(=O)O (acetic acid). Reaction conditions: temperature 90 celsius, time 10 minute. Yields the product COCC1=C(C(NC(=C1)C)=O)C#N (4-(methoxymethyl)-6-methyl-2-oxo-1,2-dihydropyridine-3-carbonitrile). Isolated yield 8.7%. As a reaction SMILES: [CH3:1][O:2][CH2:3][C:4]#[C:5][C:6](=O)[CH3:7].[C:9]([CH2:11][C:12]([NH2:14])=[O:13])#[N:10].C(O)(=O)C.N1CCCCC1.N1CCCCC1>C(O)C.O.C(O)(=O)C>[CH3:1][O:2][CH2:3][C:4]1[CH:5]=[C:6]([CH3:7])[NH:14][C:12](=[O:13])[C:11]=1[C:9]#[N:10] |f:2.3|. Reactants: COCC#CC(C)=O (5-methoxypent-3-yn-2-one), C(#N)CC(=O)N (cyanoacetamide), C(C)(=O)O.N1CCCCC1 (piperidine acetate), N1CCCCC1 (piperidine). Procedure: To a solution of 5-methoxypent-3-yn-2-one (1.2 g, 10.7 mmol) in 90% ethanol (22 mL), cyanoacetamide (1.08 g, 12.85 mmol) and piperidine acetate {prepared by the addition of piperidine to a solution of acetic acid (0.5 mL) in water (1 mL) till pH 8} were added and reaction heated at 90° C. for 16 h. On completion, ethanol was evaporated and water was added to residue. Solid obtained was filtered and washed with water. Then this solid was stirred with acetonitrile for 10 min and filtered again to ...